Task: describe an organic reaction: reactants, conditions, products, and yield. Dataset: the Open Reaction Database (ORD), a public repository of structured organic reaction records Starting materials: CC(=CC1=C2C(C(NC2=CC=C1)=O)=O)C (4-(2-methyl-propenyl)-1H-indole-2,3-dione), IC1=C2C(C(NC2=CC=C1)=O)=O (4-iodo-1H-indole-2,3-dione), CC(C)=C (isobutylene), CC(=CC1=C2C(C(NC2=CC=C1)=O)=O)C (4-(2-methyl-propenyl)-1H-indole-2,3-dione), C1=CC(=CC=C1NN)S(=O)(=O)N.Cl (4-sulfonamidophenylhydrazine hydrochloride). Yields the product CC(=CC1=C2C(C(NC2=CC=C1)=O)=NNC1=CC=C(C=C1)S(=O)(=O)N)C (4-{N′-[4-(2-Methyl-propenyl)-2-oxo-1,2-dihydro-indol-3-ylidene]-hydrazino}-benzenesulfonamide). The yield is 51.0%. RXN SMILES: [CH3:1][C:2]([CH3:15])=[CH:3][C:4]1[CH:12]=[CH:11][CH:10]=[C:9]2[C:5]=1[C:6](=O)[C:7](=[O:13])[NH:8]2.IC1C=CC=C2C=1C(=O)C(=O)N2.CC(=C)C.[CH:32]1[C:37]([NH:38][NH2:39])=[CH:36][CH:35]=[C:34]([S:40]([NH2:43])(=[O:42])=[O:41])[CH:33]=1.Cl>>[CH3:1][C:2]([CH3:15])=[CH:3][C:4]1[CH:12]=[CH:11][CH:10]=[C:9]2[C:5]=1[C:6](=[N:39][NH:38][C:37]1[CH:36]=[CH:35][C:34]([S:40]([NH2:43])(=[O:41])=[O:42])=[CH:33][CH:32]=1)[C:7](=[O:13])[NH:8]2 |f:3.4|. Reported procedure: By methods described in Procedure L, 4-(2-methyl-propenyl)-1H-indole-2,3-dione was prepared from 4-iodo-1H-indole-2,3-dione and isobutylene in 34% yield: 1H NMR (DMSO-d6): δ1.82 (s, 3H), 1.90 (s, 3H), 6.79 (d, J=7.9 Hz, 1H), 6.94 (d, J=7.9 Hz, 1H), 7.47 (t, J=7.9 Hz, 1H), 10.97 (s, 1H); APCI−MS m/z 200 (M−1)−. Condensation of 4-(2-methyl-propenyl)-1H-indole-2,3-dione and 4-sulfonamidophenylhydrazine hydrochloride according to Procedure G gave the title compound as a yellow solid (51% yield): 1H ... The reactants are C(C)OC(C=C1C(CCC(C1)CC)=O)=O ((5-Ethyl-2-oxo-cyclohexylidene)-acetic acid ethyl ester), O (water), ClC1=C(N)C(=CC=C1)C (2-Chloro-6-methyl-aniline), C1(=CC=C(C=C1)S(=O)(=O)O)C (p-toluene-sulfonic acid). Run in C1(=CC=CC=C1)C (toluene), C1(=CC=CC=C1)C (toluene). Reaction conditions: temperature 22 celsius. Product: ClC1=C(C(=CC=C1)C)N1C(C=C2CC(CC=C12)CC)=O (1-(2-Chloro-6-methyl-phenyl)-5-ethyl-1,4,5,6-tetrahydro-indol-2-one). RXN SMILES: [Cl:1][C:2]1[CH:8]=[CH:7][CH:6]=[C:5]([CH3:9])[C:3]=1[NH2:4].C1(C)C=CC(S(O)(=O)=O)=CC=1.C([O:23][C:24](=O)[CH:25]=[C:26]1[CH2:31][CH:30]([CH2:32][CH3:33])[CH2:29][CH2:28][C:27]1=O)C.O>C1(C)C=CC=CC=1>[Cl:1][C:2]1[CH:8]=[CH:7][CH:6]=[C:5]([CH3:9])[C:3]=1[N:4]1[C:27]2[C:26]([CH2:31][CH:30]([CH2:32][CH3:33])[CH2:29][CH:28]=2)=[CH:25][C:24]1=[O:23]. Reported procedure: 3.45 g of 2-Chloro-6-methyl-aniline are dissolved in 26 ml of toluene. 0.227 g of p-toluene-sulfonic acid (mono hydrate) are added and the mixture is heated to reflux. A solution of 5.0 g of (5-Ethyl-2-oxo-cyclohexylidene)-acetic acid ethyl ester in 13 ml of toluene is added drop-wise during 75 minutes and the water formed is collected by the means of a water separator. The reaction mixture is heated to reflux for 15 hours, during which time the condensing solvent is frequently removed and repla... Reactants: NC1=NC(=CC(=N1)N1CCC2(C[C@H](NC2)C(=O)OCC)CC1)O[C@@H](C(F)(F)F)C1=C(C=C(C=C1)Cl)N1N=C(C=C1)C ((S)-ethyl 8-(2-amino-6-((R)-1-(4-chloro-2-(3-methyl-1H-pyrazol-1-yl)phenyl)-2,2,2-trifluoroethoxy)pyrimidin-4-yl)-2,8-diazaspiro[4.5]decane-3-carboxylate), [Li+].[OH-] (LiOH). The product is NC1=NC(=CC(=N1)N1CCC2(C[C@H](NC2)C(=O)O)CC1)O[C@@H](C(F)(F)F)C1=C(C=C(C=C1)Cl)N1N=C(C=C1)C ((S)-8-(2-amino-6-((R)-1-(4-chloro-2-(3-methyl-1H-pyrazol-1-yl)phenyl)-2,2,2-trifluoroethoxy)pyrimidin-4-yl)-2,8-diazaspiro[4.5]decane-3-carboxylic acid). Reaction SMILES: [NH2:1][C:2]1[N:7]=[C:6]([N:8]2[CH2:22][CH2:21][C:11]3([CH2:15][NH:14][C@H:13]([C:16]([O:18]CC)=[O:17])[CH2:12]3)[CH2:10][CH2:9]2)[CH:5]=[C:4]([O:23][C@H:24]([C:29]2[CH:34]=[CH:33][C:32]([Cl:35])=[CH:31][C:30]=2[N:36]2[CH:40]=[CH:39][C:38]([CH3:41])=[N:37]2)[C:25]([F:28])([F:27])[F:26])[N:3]=1.[Li+].[OH-]>>[NH2:1][C:2]1[N:7]=[C:6]([N:8]2[CH2:22][CH2:21][C:11]3([CH2:15][NH:14][C@H:13]([C:16]([OH:18])=[O:17])[CH2:12]3)[CH2:10][CH2:9]2)[CH:5]=[C:4]([O:23][C@H:24]([C:29]2[CH:34]=[CH:33][C:32]([Cl:35])=[CH:31][C:30]=2[N:36]2[CH:40]=[CH:39][C:38]([CH3:41])=[N:37]2)[C:25]([F:26])([F:28])[F:27])[N:3]=1 |f:1.2|. Procedure details: Hydrolysis of (S)-ethyl 8-(2-amino-6-((R)-1-(4-chloro-2-(3-methyl-1H-pyrazol-1-yl)phenyl)-2,2,2-trifluoroethoxy)pyrimidin-4-yl)-2,8-diazaspiro[4.5]decane-3-carboxylate using the LiOH general method provided the title compound as an off-white solid. Reactants: ClC(Cl)Cl, [Na+], O=C([O-])O, Cc1c(OCCO)cc[n+]([O-])c1C, O=S(Cl)Cl. Product: Cc1c(OCCCl)cc[n+]([O-])c1C. RXN SMILES: [CH:23]([Cl:24])([Cl:25])[Cl:26].[Na+:18].[OH:19][C:20](=[O:21])[O-:22].[OH:5][CH2:6][CH2:7][O:8][c:9]1[c:10]([CH3:17])[c:11]([CH3:16])[n+:12]([O-:15])[cH:13][cH:14]1.[S:1]([Cl:2])([Cl:3])=[O:4]>>[Cl:3][CH2:6][CH2:7][O:8][c:9]1[c:10]([CH3:17])[c:11]([CH3:16])[n+:12]([O-:15])[cH:13][cH:14]1. The reactants are C(C)OC(=O)C1CCC(CC1)C=1C=C2C=CC=NC2=C(N1)C1=CC(=CC=C1)C#N (4-[8-(3-cyano-phenyl)-[1,7]naphthyridin-6-yl]-cyclohexanecarboxylic acid ethyl ester), FC(OC=1C=C(C=CC1)C=1N=C(C=C2C=CC=NC12)OS(=O)(=O)C(F)(F)F)(F)F (trifluoromethanesulfonic acid 8-(3-trifluromethoxyphenyl)-[1,7]naphthyridin-6-yl ester). Yields the product C(C)OC(=O)C1CCC(CC1)C=1C=C2C=CC=NC2=C(N1)C1=CC(=CC=C1)OC(F)(F)F (4-[8-(3-Trifluoromethoxyphenyl)-[1,7]naphthyridin-6-yl]-cyclohexanecarboxylic acid ethyl ester). RXN SMILES: [CH2:1]([O:3][C:4]([CH:6]1[CH2:11][CH2:10][CH:9]([C:12]2[CH:13]=[C:14]3[C:19](=[C:20]([C:22]4[CH:27]=[CH:26][CH:25]=[C:24](C#N)[CH:23]=4)[N:21]=2)[N:18]=[CH:17][CH:16]=[CH:15]3)[CH2:8][CH2:7]1)=[O:5])[CH3:2].[F:30][C:31]([F:58])([F:57])[O:32]C1C=C(C2N=C(OS(C(F)(F)F)(=O)=O)C=C3C=2N=CC=C3)C=CC=1>>[CH2:1]([O:3][C:4]([CH:6]1[CH2:7][CH2:8][CH:9]([C:12]2[CH:13]=[C:14]3[C:19](=[C:20]([C:22]4[CH:27]=[CH:26][CH:25]=[C:24]([O:32][C:31]([F:58])([F:57])[F:30])[CH:23]=4)[N:21]=2)[N:18]=[CH:17][CH:16]=[CH:15]3)[CH2:10][CH2:11]1)=[O:5])[CH3:2]. Procedure: This compound is prepared in an analogous way to compound 4-[8-(3-cyano-phenyl)-[1,7]naphthyridin-6-yl]-cyclohexanecarboxylic acid ethyl ester from trifluoromethanesulfonic acid 8-(3-trifluromethoxyphenyl)-[1,7]naphthyridin-6-yl ester. Purification is by chromatography followed by trituration with ether to yield a white solid. MS (AP+) 445